From a dataset of the Open Reaction Database (ORD), a public repository of structured organic reaction records. describe an organic reaction: reactants, conditions, products, and yield Starting materials: Cl (hydrochloric acid), CCOC(=O)C (EtOAc), COC(CN1C(C2=CC=C(C=C2C1=O)OC1=C(C=CC=C1C)CC)=O)=O ([5-(2-Ethyl-6-methyl-phenoxy)-1,3-dioxo-1,3-dihydro-isoindol-2-yl]-acetic acid methyl ester), solution, [Na] (sodium), C(CCC)O (n-butanol), C(CCC)O (n-butanol). Conditions: time 3 hour. Yields the product C(CCC)OC(=O)C=1N=C(C2=CC=C(C=C2C1O)OC1=C(C=CC=C1C)CC)O (6-(2-Ethyl-6-methyl-phenoxy)-1,4-dihydroxy-isoquinoline-3-carboxylic acid butyl ester). Reaction SMILES: [CH3:1][O:2][C:3](=[O:26])[CH2:4][N:5]1[C:13](=[O:14])[C:12]2[C:7](=[CH:8][CH:9]=[C:10]([O:15][C:16]3[C:21]([CH3:22])=[CH:20][CH:19]=[CH:18][C:17]=3[CH2:23][CH3:24])[CH:11]=2)[C:6]1=[O:25].[Na].Cl.CCOC(C)=O.[CH2:35](O)[CH2:36][CH2:37]C>>[CH2:1]([O:2][C:3]([C:4]1[N:5]=[C:6]([OH:25])[C:7]2[C:12]([C:13]=1[OH:14])=[CH:11][C:10]([O:15][C:16]1[C:21]([CH3:22])=[CH:20][CH:19]=[CH:18][C:17]=1[CH2:23][CH3:24])=[CH:9][CH:8]=2)=[O:26])[CH2:35][CH2:36][CH3:37] |^1:26|. Reported procedure: To a solution of [5-(2-Ethyl-6-methyl-phenoxy)-1,3-dioxo-1,3-dihydro-isoindol-2-yl]-acetic acid methyl ester (22 mmol, 7.77 g) in anhydrous n-butanol (150 mL) was added a 1 N solution of sodium in n-butanol (45 mmol, 45 mL) at 95° C. in one portion with stirring. Stirring was continued at 95° C. for 3 h before the mixture was concentrated in vacuo. To the residue was added 2 N hydrochloric acid (60 mmol, 30 mL) and EtOAc (150 mL) and the mixture was stirred vigorously for 45 min. Subsequently, t... Yields the product CC1(OC([C@@H](O1)[C@H](C(=O)N[C@@H](C(C)(C)C)C(=O)N[C@H](C)C1=CC=CC=C1)CCCCCCC1=CC=C(C(=C1)C)C1=CC(=CC=C1)OC)=O)C ((2R)-2-[(4S)-2,2-dimethyl-5-oxo-1,3-dioxolan-4-yl]-N-[(1S)-2,2-dimethyl-1-({[(1R)-1-phenylethyl]amino}carbonyl)propyl]-5-[(3′-methoxy-2-methylbiphen-4-yl)propyl]pentanamide). Run in C(C)(=O)OCC (ethyl acetate). Yield: 70.8%. Reported procedure: According to the method of Example 25(a), (2R)-N-[(1S)-1-(carboxy)-2,2-dimethylpropyl]-2-[(4S)-2,2-dimethyl-5-oxo-1,3-dioxolan-4-yl]-5-[(3′-methoxy-2-methylbiphen-4-yl)propyl]pentanamide (Preparation 34)(150 mg, 0.28 mmol) was reacted with (R)-1-phenylethylamine (35 μl , 0.28 mmol) at room temperature for 2.5 h. The mixture was poured into ethyl acetate (75 mL) and washed with 0.5M aqueous sodium dihydrogenphosphate (2×50 mL) and 5% aqueous sodium bicarbonate (50 mL) (solid sodium chloride was a... The reactants are C(=O)(O)[C@H](C(C)(C)C)NC([C@H](CCCCCCC1=CC=C(C(=C1)C)C1=CC(=CC=C1)OC)[C@@H]1OC(OC1=O)(C)C)=O ((2R)-N-[(1S)-1-(carboxy)-2,2-dimethylpropyl]-2-[(4S)-2,2-dimethyl-5-oxo-1,3-dioxolan-4-yl]-5-[(3′-methoxy-2-methylbiphen-4-yl)propyl]pentanamide), C1(=CC=CC=C1)[C@@H](C)N ((R)-1-phenylethylamine). Reaction SMILES: [C:1]([C@@H:4]([NH:9][C:10](=[O:41])[C@@H:11]([C@H:33]1[C:37](=[O:38])[O:36][C:35]([CH3:40])([CH3:39])[O:34]1)[CH2:12][CH2:13][CH2:14][CH2:15][CH2:16][CH2:17][C:18]1[CH:23]=[C:22]([CH3:24])[C:21]([C:25]2[CH:30]=[CH:29][CH:28]=[C:27]([O:31][CH3:32])[CH:26]=2)=[CH:20][CH:19]=1)[C:5]([CH3:8])([CH3:7])[CH3:6])(O)=[O:2].[C:42]1([C@H:48]([NH2:50])[CH3:49])[CH:47]=[CH:46][CH:45]=[CH:44][CH:43]=1>C(OCC)(=O)C>[CH3:39][C:35]1([CH3:40])[O:34][C@@H:33]([C@@H:11]([CH2:12][CH2:13][CH2:14][CH2:15][CH2:16][CH2:17][C:18]2[CH:23]=[C:22]([CH3:24])[C:21]([C:25]3[CH:30]=[CH:29][CH:28]=[C:27]([O:31][CH3:32])[CH:26]=3)=[CH:20][CH:19]=2)[C:10]([NH:9][C@H:4]([C:1]([NH:50][C@@H:48]([C:42]2[CH:47]=[CH:46][CH:45]=[CH:44][CH:43]=2)[CH3:49])=[O:2])[C:5]([CH3:6])([CH3:7])[CH3:8])=[O:41])[C:37](=[O:38])[O:36]1. Run at time 16 hour. RXN SMILES: [N:1]1(C(OC(C)(C)C)=O)[CH2:6][CH2:5][O:4][C@@H:3]2[CH2:7][N:8]([C:11]([O:13][CH2:14][C:15]3[CH:20]=[CH:19][CH:18]=[CH:17][CH:16]=3)=[O:12])[CH2:9][CH2:10][C@@H:2]12.[C:28]([OH:34])([C:30]([F:33])([F:32])[F:31])=[O:29]>C(Cl)Cl>[NH:1]1[CH2:6][CH2:5][O:4][C@@H:3]2[CH2:7][N:8]([C:11]([O:13][CH2:14][C:15]3[CH:20]=[CH:19][CH:18]=[CH:17][CH:16]=3)=[O:12])[CH2:9][CH2:10][C@@H:2]12.[C:28]([OH:34])([C:30]([F:33])([F:32])[F:31])=[O:29]. Yields the product N1[C@H]2[C@H](OCC1)CN(CC2)C(=O)OCC2=CC=CC=C2 (benzyl (4aR,8aR)-octahydro-6H-pyrido[3,4-b][1,4]oxazine-6-carboxylate), C(=O)(C(F)(F)F)O (TFA). Reported procedure: To (4aR,8aR)-6-benzyl 1-tert-butyl hexahydro-1H-pyrido[3,4-b][1,4]oxazine-1,6(7H)-dicarboxylate (388 mg, 1.03 mmol) dissolved in DCM (2.8 mL) was added TFA (0.57 mL). The reaction was stirred at room temperature for 16 hours. The mixture was concentrated to afford benzyl (4aR,8aR)-octahydro-6H-pyrido[3,4-b][1,4]oxazine-6-carboxylate as a TFA salt. MS ESI calc'd. for C15H20N2O3 [M+H]+ 277. found 277. The reactants are N1([C@H]2[C@H](OCC1)CN(CC2)C(=O)OCC2=CC=CC=C2)C(=O)OC(C)(C)C ((4aR,8aR)-6-benzyl 1-tert-butyl hexahydro-1H-pyrido[3,4-b][1,4]oxazine-1,6(7H)-dicarboxylate), C(=O)(C(F)(F)F)O (TFA). The solvent is C(Cl)Cl (DCM).